Dataset: the Open Reaction Database (ORD), a public repository of structured organic reaction records. Task: describe an organic reaction: reactants, conditions, products, and yield The reactants are COC=1C=C(CC2N(CCC3=CC(=C(C=C23)O)OC)CC(=O)NC2CCC3=CC=CC=C23)C=CC1OC (2-[1-(3,4-dimethoxy-benzyl)-7-hydroxy-6-methoxy-3,4-dihydro-1H-isoquinolin-2-yl]-N-(indan-1-yl)-acetamide), N1(CCOCC1)C(=O)Cl (4-morpholinecarbonyl chloride). The product is COC=1C=C(CC2N(CCC3=CC(=C(C=C23)OC(=O)N2CCOCC2)OC)CC(=O)NC2CCC3=CC=CC=C23)C=CC1OC (2-[1-(3,4-dimethoxy-benzyl)-6-methoxy-7-(4-morpholine-carbonyloxy)-3,4-dihydro-1H-isoquinolin-2-yl]-N-(indan-1-yl)-acetamide). RXN SMILES: [CH3:1][O:2][C:3]1[CH:4]=[C:5]([CH:33]=[CH:34][C:35]=1[O:36][CH3:37])[CH2:6][CH:7]1[C:16]2[C:11](=[CH:12][C:13]([O:18][CH3:19])=[C:14]([OH:17])[CH:15]=2)[CH2:10][CH2:9][N:8]1[CH2:20][C:21]([NH:23][CH:24]1[C:32]2[C:27](=[CH:28][CH:29]=[CH:30][CH:31]=2)[CH2:26][CH2:25]1)=[O:22].[N:38]1([C:44](Cl)=[O:45])[CH2:43][CH2:42][O:41][CH2:40][CH2:39]1>>[CH3:1][O:2][C:3]1[CH:4]=[C:5]([CH:33]=[CH:34][C:35]=1[O:36][CH3:37])[CH2:6][CH:7]1[C:16]2[C:11](=[CH:12][C:13]([O:18][CH3:19])=[C:14]([O:17][C:44]([N:38]3[CH2:43][CH2:42][O:41][CH2:40][CH2:39]3)=[O:45])[CH:15]=2)[CH2:10][CH2:9][N:8]1[CH2:20][C:21]([NH:23][CH:24]1[C:32]2[C:27](=[CH:28][CH:29]=[CH:30][CH:31]=2)[CH2:26][CH2:25]1)=[O:22]. Reported procedure: prepared by reaction of 2-[1-(3,4-dimethoxy-benzyl)-7-hydroxy-6-methoxy-3,4-dihydro-1H-isoquinolin-2-yl]-N-(indan-1-yl)-acetamide with 4-morpholinecarbonyl chloride Reactants: CS(=O)(=O)O, CN1CCNCC1, CS(C)=O, COn1cc(C(=O)O)c(=O)c2cc3cc(F)c(F)cc3nc21, O. Yields the product COn1cc(C(=O)O)c(=O)c2cc3cc(F)c(N4CCN(C)CC4)cc3nc21. As a reaction SMILES: [CH3:24][S:25](=[O:26])(=[O:27])[OH:28].[CH3:29][N:30]1[CH2:31][CH2:32][NH:33][CH2:34][CH2:35]1.[CH3:36][S:37](=[O:38])[CH3:39].[F:1][c:2]1[cH:3][c:4]2[c:5]([n:6][c:7]3[n:8]([O:18][CH3:19])[cH:9][c:10]([C:15](=[O:16])[OH:17])[c:11](=[O:14])[c:12]3[cH:13]2)[cH:20][c:21]1[F:22].[OH2:23]>>[F:1][c:2]1[cH:3][c:4]2[c:5]([n:6][c:7]3[n:8]([O:18][CH3:19])[cH:9][c:10]([C:15](=[O:16])[OH:17])[c:11](=[O:14])[c:12]3[cH:13]2)[cH:20][c:21]1[N:33]1[CH2:32][CH2:31][N:30]([CH3:29])[CH2:35][CH2:34]1. The reactants are FC(C(=O)O)(F)F.C(C)N(C)CC1=CC(=CS1)C=1C=C2C(=CNC2=C(C1)C(=O)N)C1CCN(CC1)S(=O)(=O)CC (5-(5-{[ethyl(methyl)amino]methyl}-3-thienyl)-3-[1-(ethylsulfonyl)-4-piperidinyl]-1H-indole-7-carboxamide trifluoroacetate), CNCC (N-methylethanamine). Yields the product FC(C(=O)O)(F)F.C(C)S(=O)(=O)N1CCC(CC1)C1=CNC2=C(C=C(C=C12)C1=CSC(=C1)CN(CC=1C=NC=CC1)C)C(=O)N (3-[1-(ethylsulfonyl)-4-piperidinyl]-5-(5-{[methyl(3-pyridinylmethyl)amino]methyl}-3-thienyl)-1H-indole-7-carboxamide trifluoroacetate). Isolated yield 14.3%. Reaction SMILES: [F:1][C:2]([F:7])([F:6])[C:3]([OH:5])=[O:4].[CH2:8]([N:10]([CH2:12][C:13]1[S:17][CH:16]=[C:15]([C:18]2[CH:19]=[C:20]3[C:24](=[C:25]([C:27]([NH2:29])=[O:28])[CH:26]=2)[NH:23][CH:22]=[C:21]3[CH:30]2[CH2:35][CH2:34][N:33]([S:36]([CH2:39][CH3:40])(=[O:38])=[O:37])[CH2:32][CH2:31]2)[CH:14]=1)[CH3:11])[CH3:9].[CH3:41][NH:42][CH2:43][CH3:44]>>[F:1][C:2]([F:7])([F:6])[C:3]([OH:5])=[O:4].[CH2:39]([S:36]([N:33]1[CH2:34][CH2:35][CH:30]([C:21]2[C:20]3[C:24](=[C:25]([C:27]([NH2:29])=[O:28])[CH:26]=[C:18]([C:15]4[CH:14]=[C:13]([CH2:12][N:10]([CH3:11])[CH2:8][C:9]5[CH:41]=[N:42][CH:43]=[CH:44][CH:2]=5)[S:17][CH:16]=4)[CH:19]=3)[NH:23][CH:22]=2)[CH2:31][CH2:32]1)(=[O:37])=[O:38])[CH3:40] |f:0.1,3.4|. Procedure: The title compound was prepared according to the general procedure of 5-(5-{[ethyl(methyl)amino]methyl}-3-thienyl)-3-[1-(ethylsulfonyl)-4-piperidinyl]-1H-indole-7-carboxamide trifluoroacetate, substituting methyl(3-pyridinylmethyl)amine (122 mg, 1.0 mmol) for N-methylethanamine to afford 9.5 mg of the title compound (14.3%).